This data is from the Open Reaction Database (ORD), a public repository of structured organic reaction records. The task is: describe an organic reaction: reactants, conditions, products, and yield The reactants are [BH4-].[Na+] (sodium borohydride), NC=1C=C(C(=O)O)C=CC1O (3-amino-4-hydroxybenzoic acid), C1=CN(C=N1)C(=O)N2C=CN=C2 (CDI), Cl (hydrochloric acid). The solvent is C1CCOC1 (THF), O (water), C1CCOC1 (THF). Conditions: time 1 hour. The product is OCC=1C=CC2=C(NC(O2)=O)C1 (5-(hydroxymethyl)-1,3-benzoxazol-2(3H)-one). The yield is 54.0%. As a reaction SMILES: [NH2:1][C:2]1[CH:3]=[C:4]([CH:8]=[CH:9][C:10]=1[OH:11])[C:5]([OH:7])=O.C1N=CN([C:17](N2C=NC=C2)=[O:18])C=1.[BH4-].[Na+].Cl>C1COCC1.O>[OH:7][CH2:5][C:4]1[CH:8]=[CH:9][C:10]2[O:11][C:17](=[O:18])[NH:1][C:2]=2[CH:3]=1 |f:2.3|. Procedure details: To a solution of 2.06 g of 3-amino-4-hydroxybenzoic acid in 20.6 ml of THF was added 4.81 g of CDI, followed by stirring at room temperature for 1 hour. The reaction mixture was added dropwise to a mixed liquid of 3.06 g of sodium borohydride in 20.6 ml of THF and 8.26 ml of water, cooled to 0° C., which had been separately prepared, followed by stirring overnight. 1 M hydrochloric acid was added thereto, followed by extracting with ethyl acetate, and washing with a saturated aqueous sodium chlo...